This data is from the Open Reaction Database (ORD), a public repository of structured organic reaction records. The task is: describe an organic reaction: reactants, conditions, products, and yield Reactants: ClC1=CC=2N(C(=CC2S1)C=1NC(=C(C1)OC)C=O)C(=O)OC(C)(C)C (tert-butyl 2-chloro-5-(5-formyl-4-methoxy-1H-pyrrol-2-yl)-4H-thieno[3,2-b]pyrrole-4-carboxylate), CC=1NC=C(C1)C (2,4-dimethyl-1H-pyrrole), Cl (HCl). Run in CO (MeOH), CCOCC (ether). Reaction conditions: time 10 minute. The product is ClC1=CC=2N(C(=CC2S1)C=1C=C(/C(/N1)=C/C=1NC(=CC1C)C)OC)C(=O)OC(C)(C)C ((Z)-tert-butyl 2-chloro-5-(2-((3,5-dimethyl-1H-pyrrol-2-yl)methylene)-3-methoxy-2H-pyrrol-5-yl)-4H-thieno[3,2-b]pyrrole-4-carboxylate). Yield: 75.6%. RXN SMILES: [Cl:1][C:2]1[S:9][C:8]2[CH:7]=[C:6]([C:10]3[NH:11][C:12]([CH:17]=O)=[C:13]([O:15][CH3:16])[CH:14]=3)[N:5]([C:19]([O:21][C:22]([CH3:25])([CH3:24])[CH3:23])=[O:20])[C:4]=2[CH:3]=1.[CH3:26][C:27]1[NH:28][CH:29]=[C:30]([CH3:32])[CH:31]=1.Cl>CO.CCOCC>[Cl:1][C:2]1[S:9][C:8]2[CH:7]=[C:6]([C:10]3[CH:14]=[C:13]([O:15][CH3:16])/[C:12](=[CH:17]/[C:29]4[NH:28][C:27]([CH3:26])=[CH:31][C:30]=4[CH3:32])/[N:11]=3)[N:5]([C:19]([O:21][C:22]([CH3:23])([CH3:25])[CH3:24])=[O:20])[C:4]=2[CH:3]=1. Procedure: To a solution of tert-butyl 2-chloro-5-(5-formyl-4-methoxy-1H-pyrrol-2-yl)-4H-thieno[3,2-b]pyrrole-4-carboxylate (11 mg) and 2,4-dimethyl-1H-pyrrole (3.5 mg) in 1 mL of MeOH was added 2 small drops of a solution of 2 N HCl in ether. The dark-red reaction solution was stirred at r.t. for 10 min and then quenched with 3 mL of pH 7 sodium phosphate buffer solution. The product was extracted with 2×5 mL of EtOAc. The combined extracts were dried over Na2SO4, filtered, and concentrated. The residue w... Reactants: N1C(=CC2=CC=CC=C12)CCNC1=C(C=C(C=C1)[N+](=O)[O-])F (N-(2-(1H-indol-2-yl)ethyl)-2-fluoro-4-nitroaniline), CCOC(=O)C (EtOAc). The reagents and catalysts are [Pd] (Pd/C). Solvent: CO (MeOH). Conditions: time 8 hour. Yields the product N1C(=CC2=CC=CC=C12)CCNC1=C(C=C(C=C1)N)F (N1-(2-(1H-indol-2-yl)ethyl)-2-fluorobenzene-1,4-diamine). As a reaction SMILES: [NH:1]1[C:9]2[C:4](=[CH:5][CH:6]=[CH:7][CH:8]=2)[CH:3]=[C:2]1[CH2:10][CH2:11][NH:12][C:13]1[CH:18]=[CH:17][C:16]([N+:19]([O-])=O)=[CH:15][C:14]=1[F:22].CCOC(C)=O>[Pd].CO>[NH:1]1[C:9]2[C:4](=[CH:5][CH:6]=[CH:7][CH:8]=2)[CH:3]=[C:2]1[CH2:10][CH2:11][NH:12][C:13]1[CH:18]=[CH:17][C:16]([NH2:19])=[CH:15][C:14]=1[F:22]. Procedure: A mixture of N-(2-(1H-indol-2-yl)ethyl)-2-fluoro-4-nitroaniline (2.32 g, 7.75 mmol) and Pd/C (0.60 g) in mixed solvents of EtOAc (25 mL) and MeOH (25 mL) was stirred at rt under H2 overnight. The mixture was then filtered, and the filtrate was concentrated in vacuo to give the crude product, which was used for next step without further purification. Starting materials: C(C)OC(C(C)(C)OC1=C(C=C(C=C1)O)C)=O (2-(4-hydroxy-2-methyl-phenoxy)-2-methyl-propionic acid ethyl ester), ClCC=1C(=NC(=NC1)C1=CC=C(C=C1)C(F)(F)F)CCOC (5-chloromethyl-4-(2-methoxy-ethyl)-2-(4-trifluoromethyl-phenyl)-pyrimidine), [I-].[Na+] (sodium iodide). Product: C(C)OC(C(C)(C)OC1=C(C=C(C=C1)OCC=1C(=NC(=NC1)C1=CC=C(C=C1)C(F)(F)F)CCOC)C)=O (2-{4-[4-(2-methoxy-ethyl)-2-(4-trifluoromethyl-phenyl)-pyrimidin-5-ylmethoxy]-2-methyl-phenoxy}-2-methyl-propionic acid ethyl ester). As a reaction SMILES: [CH2:1]([O:3][C:4](=[O:17])[C:5]([O:8][C:9]1[CH:14]=[CH:13][C:12]([OH:15])=[CH:11][C:10]=1[CH3:16])([CH3:7])[CH3:6])[CH3:2].Cl[CH2:19][C:20]1[C:21]([CH2:36][CH2:37][O:38][CH3:39])=[N:22][C:23]([C:26]2[CH:31]=[CH:30][C:29]([C:32]([F:35])([F:34])[F:33])=[CH:28][CH:27]=2)=[N:24][CH:25]=1.[I-].[Na+]>>[CH2:1]([O:3][C:4](=[O:17])[C:5]([O:8][C:9]1[CH:14]=[CH:13][C:12]([O:15][CH2:19][C:20]2[C:21]([CH2:36][CH2:37][O:38][CH3:39])=[N:22][C:23]([C:26]3[CH:27]=[CH:28][C:29]([C:32]([F:35])([F:34])[F:33])=[CH:30][CH:31]=3)=[N:24][CH:25]=2)=[CH:11][C:10]=1[CH3:16])([CH3:6])[CH3:7])[CH3:2] |f:2.3|. Procedure: In analogy to the procedure described in example 101A], 2-(4-hydroxy-2-methyl-phenoxy)-2-methyl-propionic acid ethyl ester (described in WO 02/092590) was reacted with 5-chloromethyl-4-(2-methoxy-ethyl)-2-(4-trifluoromethyl-phenyl)-pyrimidine (example 110B]) in the presence of catalytic amount of sodium iodide to give 2-{4-[4-(2-methoxy-ethyl)-2-(4-trifluoromethyl-phenyl)-pyrimidin-5-ylmethoxy]-2-methyl-phenoxy}-2-methyl-propionic acid ethyl ester, which was subsequently saponified in analogy to... The reactants are [Br-], C1CCOC1, C=C[Mg+], [Cl-], [NH4+], COC(=O)CCCCCCCC=O. The product is C=CC(O)CCCCCCCC(=O)OC. As a reaction SMILES: [Br-:14].[CH2:20]1[O:21][CH2:22][CH2:23][CH2:24]1.[CH:15](=[CH2:16])[Mg+:17].[Cl-:18].[NH4+:19].[O:1]=[CH:2][CH2:3][CH2:4][CH2:5][CH2:6][CH2:7][CH2:8][CH2:9][C:10](=[O:11])[O:12][CH3:13]>>[OH:1][CH:2]([CH2:3][CH2:4][CH2:5][CH2:6][CH2:7][CH2:8][CH2:9][C:10](=[O:11])[O:12][CH3:13])[CH:15]=[CH2:16]. Starting materials: CCOC(=O)CCc1cccc(NC(=O)OC(C)(C)C)c1, CC(C)C[AlH]CC(C)C, C1CCOC1. Yields the product CC(C)(C)OC(=O)Nc1cccc(CCCO)c1. Reaction SMILES: [C:10]([CH3:11])([CH3:12])([CH3:13])[O:14][C:15](=[O:16])[NH:17][c:18]1[cH:19][c:20]([CH2:24][CH2:25][C:26](=[O:27])[O:28][CH2:29][CH3:30])[cH:21][cH:22][cH:23]1.[CH3:1][CH:2]([CH2:3][AlH:4][CH2:5][CH:6]([CH3:7])[CH3:8])[CH3:9].[O:31]1[CH2:32][CH2:33][CH2:34][CH2:35]1>>[C:10]([CH3:11])([CH3:12])([CH3:13])[O:14][C:15](=[O:16])[NH:17][c:18]1[cH:19][c:20]([CH2:24][CH2:25][CH2:26][OH:27])[cH:21][cH:22][cH:23]1.